Dataset: the Open Reaction Database (ORD), a public repository of structured organic reaction records. Task: describe an organic reaction: reactants, conditions, products, and yield Starting materials: BrC=1C=C2C(CC(OC2=CC1)C1CC(OCC1)(C)C)=O (6-bromo-2-(2,2-dimethyltetrahydro-2H-pyran-4-yl)chroman-4-one), BrC=1C=C2C(CC(OC2=CC1)C1CC(OCC1)(C)C)=O (6-bromo-2-(2,2-dimethyltetrahydro-2H-pyran-4-yl)chroman-4-one), C(=O)(O)[O-].[Na+] (NaHCO3), CC(C)(C)S(=O)N (2-methylpropane-2-sulfinamide). The reagents and catalysts are [O-]CC.[Ti+4].[O-]CC.[O-]CC.[O-]CC (Titanium (IV) ethoxide). The solvent is C1CCOC1 (THF), CCOC(=O)C (EtOAc). Reaction conditions: temperature 80 celsius, time 10 minute. Yields the product BrC=1C=C2C(CC(OC2=CC1)C1CC(OCC1)(C)C)=NS(=O)C(C)(C)C (N-(6-Bromo-2-(2,2-dimethyltetrahydro-2H-pyran-4-yl)chroman-4-ylidene)-2-methylpropane-2-sulfinamide). Yield: 94.5%. RXN SMILES: [Br:1][C:2]1[CH:3]=[C:4]2[C:9](=[CH:10][CH:11]=1)[O:8][CH:7]([CH:12]1[CH2:17][CH2:16][O:15][C:14]([CH3:19])([CH3:18])[CH2:13]1)[CH2:6][C:5]2=O.[CH3:21][C:22]([S:25]([NH2:27])=[O:26])([CH3:24])[CH3:23].C([O-])(O)=O.[Na+]>C1COCC1.CCOC(C)=O.[O-]CC.[Ti+4].[O-]CC.[O-]CC.[O-]CC>[Br:1][C:2]1[CH:3]=[C:4]2[C:9](=[CH:10][CH:11]=1)[O:8][CH:7]([CH:12]1[CH2:17][CH2:16][O:15][C:14]([CH3:19])([CH3:18])[CH2:13]1)[CH2:6][C:5]2=[N:27][S:25]([C:22]([CH3:24])([CH3:23])[CH3:21])=[O:26] |f:2.3,6.7.8.9.10|. Reported procedure: Titanium (IV) ethoxide (6.18 mL, 29.48 mmol) was added to a solution of 6-bromo-2-(2,2-dimethyltetrahydro-2H-pyran-4-yl)chroman-4-one (Intermediate 28, 4 g, 11.79 mmol) in dry THF (150 mL) under argon. The solution was stirred 5 min before addition of 2-methylpropane-2-sulfinamide (1.715 g, 14.15 mmol) was made in one portion. The reaction was refluxed over the weekend (˜70 h) with a heating bath temperature of 80° C. The reaction was cooled to r.t., and diluted with EtOAc (300 mL). Saturated Na... Starting materials: ClCCl, OC1CCCC(COCc2cc(C(F)(F)F)cc(C(F)(F)F)c2)(c2ccccc2)CC1, O=[Cr](=O)([O-])Cl, c1cc[nH+]cc1. Yields the product O=C1CCCC(COCc2cc(C(F)(F)F)cc(C(F)(F)F)c2)(c2ccccc2)CC1. As a reaction SMILES: [Cl:43][CH2:44][Cl:45].[F:1][C:2]([c:3]1[cH:4][c:5]([CH2:6][O:7][CH2:8][C:9]2([c:17]3[cH:18][cH:19][cH:20][cH:21][cH:22]3)[CH2:10][CH2:11][CH:12]([OH:16])[CH2:13][CH2:14][CH2:15]2)[cH:23][c:24]([C:26]([F:27])([F:28])[F:29])[cH:25]1)([F:30])[F:31].[O:32]=[Cr:33]([Cl:34])([O-:35])=[O:36].[nH+:37]1[cH:38][cH:39][cH:40][cH:41][cH:42]1>>[F:1][C:2]([c:3]1[cH:4][c:5]([CH2:6][O:7][CH2:8][C:9]2([c:17]3[cH:18][cH:19][cH:20][cH:21][cH:22]3)[CH2:10][CH2:11][C:12](=[O:16])[CH2:13][CH2:14][CH2:15]2)[cH:23][c:24]([C:26]([F:27])([F:28])[F:29])[cH:25]1)([F:30])[F:31]. Starting materials: CCCCP(=CC#N)(CCCC)CCCC, Cc1ccccc1, CCCCCC, O=S(=O)(Cc1cc(F)ccc1F)c1ccc(Cl)cc1, OC1CCOCC1. Product: O=S(=O)(c1ccc(Cl)cc1)C(c1cc(F)ccc1F)C1CCOCC1. Reaction SMILES: [C:27]([CH:28]=[P:29]([CH2:30][CH2:31][CH2:32][CH3:33])([CH2:34][CH2:35][CH2:36][CH3:37])[CH2:38][CH2:39][CH2:40][CH3:41])#[N:42].[CH3:43][c:44]1[cH:45][cH:46][cH:47][cH:48][cH:49]1.[CH3:50][CH2:51][CH2:52][CH2:53][CH2:54][CH3:55].[Cl:1][c:2]1[cH:3][cH:4][c:5]([S:8](=[O:9])(=[O:10])[CH2:11][c:12]2[c:13]([F:19])[cH:14][cH:15][c:16]([F:18])[cH:17]2)[cH:6][cH:7]1.[O:20]1[CH2:21][CH2:22][CH:23]([OH:26])[CH2:24][CH2:25]1>>[Cl:1][c:2]1[cH:3][cH:4][c:5]([S:8](=[O:9])(=[O:10])[CH:11]([c:12]2[c:13]([F:19])[cH:14][cH:15][c:16]([F:18])[cH:17]2)[CH:23]2[CH2:22][CH2:21][O:20][CH2:25][CH2:24]2)[cH:6][cH:7]1.